From a dataset of the Open Reaction Database (ORD), a public repository of structured organic reaction records. describe an organic reaction: reactants, conditions, products, and yield Starting materials: CCOC(=O)C(C)(C)Oc1cc([N+](=O)[O-])ccc1Br, Cl, [Na+], C1CCOC1, [OH-]. Product: CC(C)(Oc1cc([N+](=O)[O-])ccc1Br)C(=O)O. Reaction SMILES: [Br:1][c:2]1[c:3]([O:4][C:5]([C:6](=[O:7])[O:8][CH2:9][CH3:10])([CH3:11])[CH3:12])[cH:13][c:14]([N+:17](=[O:18])[O-:19])[cH:15][cH:16]1.[ClH:22].[Na+:21].[O:23]1[CH2:24][CH2:25][CH2:26][CH2:27]1.[OH-:20]>>[Br:1][c:2]1[c:3]([O:4][C:5]([C:6](=[O:7])[OH:8])([CH3:11])[CH3:12])[cH:13][c:14]([N+:17](=[O:18])[O-:19])[cH:15][cH:16]1. The reactants are CC1(N=CC2=C3C(C(CC2C1=O)=O)=NC(=N3)C3CCCCC3)C (7,7-dimethyl-2-cyclohexyl-5H,7H-imidazo[4,5-h]isoquinoline-4,6-dione), BrCCCCl (1-bromo-3-chloro-propane), crude product. Product: CC1(N=CC2=C3C(C(C(C2C1=O)CCCCl)=O)=NC(=N3)C3CCCCC3)C (7,7-Dimethyl-2-cyclohexyl-5-(3-chloro-propyl)-5H,7H-imidazo-[4,5-h]isoquinoline-4,6-dione). Reaction SMILES: [CH3:1][C:2]1([CH3:23])[C:11](=[O:12])[CH:10]2[C:5](=[C:6]3[N:16]=[C:15]([CH:17]4[CH2:22][CH2:21][CH2:20][CH2:19][CH2:18]4)[N:14]=[C:7]3[C:8](=[O:13])[CH2:9]2)[CH:4]=[N:3]1.Br[CH2:25][CH2:26][CH2:27][Cl:28]>>[CH3:1][C:2]1([CH3:23])[C:11](=[O:12])[CH:10]2[C:5](=[C:6]3[N:16]=[C:15]([CH:17]4[CH2:18][CH2:19][CH2:20][CH2:21][CH2:22]4)[N:14]=[C:7]3[C:8](=[O:13])[CH:9]2[CH2:25][CH2:26][CH2:27][Cl:28])[CH:4]=[N:3]1. Procedure: Prepared analogous to Example 26a from 3.1 gm of 7,7-dimethyl-2-cyclohexyl-5H,7H-imidazo[4,5-h]isoquinoline-4,6-dione and 1.9 gm of 1-bromo-3-chloro-propane. The crude product was directly further processed. Starting materials: C(c1ccc(cc1N)[Br])=O, CC1=CN=C(C=C1)N, [C-]#[N+]C1CCCCC1. Reagents/catalysts: O=C(O)C(F)(F)F (trifluoroacetic acid). The solvent is CC(C)O (isopropyl alcohol), CC(C)O (isopropylalcohol). Conditions: temperature 22 celsius, time 20 hour. Yields the product Cc1ccc2nc(c3ccc(cc3N)[Br])c(NC3CCCCC3)n2c1. Yield: 0.2%. RXN SMILES: CC1=CC=C(N)N=C1.[C-]#[N+]C1CCCCC1.NC1=C(C=O)C=CC(Br)=C1>>CC1=CN2C(C=C1)=NC(=C2NC1CCCCC1)C1=C(N)C=C(Br)C=C1. The reactants are CCO, Clc1ccc2c(Cl)ccnc2n1, Cc1ccc(Sc2ccc(O)cc2)c(N)c1. Yields the product Cc1ccc(Sc2ccc(O)cc2)c(Nc2ccnc3nc(Cl)ccc23)c1. As a reaction SMILES: [CH3:29][CH2:30][OH:31].[Cl:1][c:2]1[n:3][c:4]2[n:5][cH:6][cH:7][c:8]([Cl:12])[c:9]2[cH:10][cH:11]1.[NH2:13][c:14]1[c:15]([S:21][c:22]2[cH:23][cH:24][c:25]([OH:28])[cH:26][cH:27]2)[cH:16][cH:17][c:18]([CH3:20])[cH:19]1>>[Cl:1][c:2]1[n:3][c:4]2[n:5][cH:6][cH:7][c:8]([NH:13][c:14]3[c:15]([S:21][c:22]4[cH:23][cH:24][c:25]([OH:28])[cH:26][cH:27]4)[cH:16][cH:17][c:18]([CH3:20])[cH:19]3)[c:9]2[cH:10][cH:11]1. The reactants are ClCCl, COc1ccccc1, CC(C)(C)OC(=O)NCC1CN(c2cc(C(c3cc(F)ccc3F)S(=O)(=O)c3ccc(Cl)cc3)c(Cl)cn2)CCO1, O=C(O)C(F)(F)F. Product: NCC1CN(c2cc(C(c3cc(F)ccc3F)S(=O)(=O)c3ccc(Cl)cc3)c(Cl)cn2)CCO1. Reaction SMILES: [CH2:57]([Cl:58])[Cl:59].[CH3:42][O:43][c:44]1[cH:45][cH:46][cH:47][cH:48][cH:49]1.[Cl:1][c:2]1[c:3]([CH:23]([c:24]2[c:25]([F:31])[cH:26][cH:27][c:28]([F:30])[cH:29]2)[S:32](=[O:33])(=[O:34])[c:35]2[cH:36][cH:37][c:38]([Cl:41])[cH:39][cH:40]2)[cH:4][c:5]([N:8]2[CH2:9][CH:10]([CH2:14][NH:15][C:16](=[O:17])[O:18][C:19]([CH3:20])([CH3:21])[CH3:22])[O:11][CH2:12][CH2:13]2)[n:6][cH:7]1.[OH:50][C:51]([C:52]([F:53])([F:54])[F:55])=[O:56]>>[Cl:1][c:2]1[c:3]([CH:23]([c:24]2[c:25]([F:31])[cH:26][cH:27][c:28]([F:30])[cH:29]2)[S:32](=[O:33])(=[O:34])[c:35]2[cH:36][cH:37][c:38]([Cl:41])[cH:39][cH:40]2)[cH:4][c:5]([N:8]2[CH2:9][CH:10]([CH2:14][NH2:15])[O:11][CH2:12][CH2:13]2)[n:6][cH:7]1. Reactants: ice, C(C(C)C)(=O)N[C@@H](CS)C(=O)O (N-isobutyryl-L-cysteine), B(F)(F)F (BF3), C(C(C)C)(=O)N[C@@H](CS)C(=O)O (N-isobutyryl-L-cysteine), C1(=CC=CC=C1)C(O)(C1=CC=CC=C1)C1=CC=CC=C1 (triphenylmethanol), C(C)(=O)[O-].[Na+] (sodium acetate). Solvent: CCOCC (ether), C(C)(=O)O (acetic acid), O (water). Reaction conditions: time 8 hour. Product: C(C(C)C)(=O)N[C@@H](CSC(C1=CC=CC=C1)(C1=CC=CC=C1)C1=CC=CC=C1)C(=O)O (N-isobutyryl-S-trityl-L-cysteine). The yield is 81.0%. Reaction SMILES: [C:1]([NH:6][C@H:7]([C:10]([OH:12])=[O:11])[CH2:8][SH:9])(=[O:5])[CH:2]([CH3:4])[CH3:3].[C:13]1([C:19]([C:27]2[CH:32]=[CH:31][CH:30]=[CH:29][CH:28]=2)([C:21]2[CH:26]=[CH:25][CH:24]=[CH:23][CH:22]=2)O)[CH:18]=[CH:17][CH:16]=[CH:15][CH:14]=1.B(F)(F)F.C([O-])(=O)C.[Na+]>CCOCC.O.C(O)(=O)C>[C:1]([NH:6][C@H:7]([C:10]([OH:12])=[O:11])[CH2:8][S:9][C:19]([C:13]1[CH:18]=[CH:17][CH:16]=[CH:15][CH:14]=1)([C:27]1[CH:28]=[CH:29][CH:30]=[CH:31][CH:32]=1)[C:21]1[CH:22]=[CH:23][CH:24]=[CH:25][CH:26]=1)(=[O:5])[CH:2]([CH3:4])[CH3:3] |f:3.4|. Procedure details: This compound was synthesized by adapting, to N-isobutyryl-L-cysteine, the tritylation method described by K.-Y. Zee-Cheng and C. C. Cheng, J. Med. Chem., 1970, 13, 414-418. A suspension comprising 4.1 g (21.5 mmol) of N-isobutyryl-L-cysteine [(prepared according to H. Brückner et al., J. Chromatogr., 1989, 476, 73-82), ([α]D20=+84° (c 1, CHCl3))], 5.6 g (21.5 mmol) of triphenylmethanol and 16 ml of glacial acetic acid is stirred at ambient temperature. 4.1 ml (32.2 mmol) of BF3 etherate are add... Starting materials: Cc1sc(CCc2ccc(C=O)cc2)nc1-c1ccccc1, CCOC(=O)CP(=O)(OCC)OCC. Product: CCOC(=O)C=Cc1ccc(CCc2nc(-c3ccccc3)c(C)s2)cc1. RXN SMILES: [CH3:1][c:2]1[c:3](-[c:17]2[cH:18][cH:19][cH:20][cH:21][cH:22]2)[n:4][c:5]([CH2:7][CH2:8][c:9]2[cH:10][cH:11][c:12]([CH:13]=[O:14])[cH:15][cH:16]2)[s:6]1.[CH3:23][CH2:24][O:25][C:26](=[O:27])[CH2:28][P:29]([O:30][CH2:31][CH3:32])([O:33][CH2:34][CH3:35])=[O:36]>>[CH3:1][c:2]1[c:3](-[c:17]2[cH:18][cH:19][cH:20][cH:21][cH:22]2)[n:4][c:5]([CH2:7][CH2:8][c:9]2[cH:10][cH:11][c:12]([CH:13]=[CH:28][C:26]([O:25][CH2:24][CH3:23])=[O:27])[cH:15][cH:16]2)[s:6]1. Starting materials: CN(C)C=O, Cc1cccnc1C(CO)CO, O=[N+]([O-])c1ccc(F)cc1, [H-], [Na+], O. Yields the product Cc1cccnc1C(CO)COc1ccc([N+](=O)[O-])cc1. RXN SMILES: [CH3:25][N:26]([CH3:27])[CH:28]=[O:29].[CH3:3][c:4]1[c:5]([CH:10]([CH2:11][OH:12])[CH2:13][OH:14])[n:6][cH:7][cH:8][cH:9]1.[F:15][c:16]1[cH:17][cH:18][c:19]([N+:22](=[O:23])[O-:24])[cH:20][cH:21]1.[H-:1].[Na+:2].[OH2:30]>>[CH3:3][c:4]1[c:5]([CH:10]([CH2:11][OH:12])[CH2:13][O:14][c:16]2[cH:17][cH:18][c:19]([N+:22](=[O:23])[O-:24])[cH:20][cH:21]2)[n:6][cH:7][cH:8][cH:9]1. Starting materials: BrC1=C(C=O)C=C(C=C1)[N+](=O)[O-] (2-bromo-5-nitrobenzaldehyde), C(CC(=O)O)(=O)O (malonic acid), N1CCCCC1 (piperidine). Solvent: N1=CC=CC=C1 (pyridine). Product: BrC1=C(C=CC(=O)O)C=C(C=C1)[N+](=O)[O-] (2-Bromo-5-nitrocinnamic acid). The yield is 57.0%. Reaction SMILES: [Br:1][C:2]1[CH:9]=[CH:8][C:7]([N+:10]([O-:12])=[O:11])=[CH:6][C:3]=1[CH:4]=O.C(O)(=O)[CH2:14][C:15]([OH:17])=[O:16].N1CCCCC1>N1C=CC=CC=1>[Br:1][C:2]1[CH:9]=[CH:8][C:7]([N+:10]([O-:12])=[O:11])=[CH:6][C:3]=1[CH:4]=[CH:14][C:15]([OH:17])=[O:16]. Reported procedure: This reaction was carried out similarly to Example 1, with 2-bromo-5-nitrobenzaldehyde and malonic acid in pyridine and with piperidine. The product of melting point 185° C. was obtained in 57% yield. Reactants: O=C(O)C(F)(F)C(F)(Cl)C(=O)O, C1COCCO1, [Zn]. The product is O=C(O)C(F)C(F)(F)C(=O)O. As a reaction SMILES: [Cl:1][C:2]([C:3]([C:4](=[O:5])[OH:6])([F:7])[F:8])([C:9](=[O:10])[OH:11])[F:12].[O:13]1[CH2:14][CH2:15][O:16][CH2:17][CH2:18]1.[Zn:19]>>[CH:2]([C:3]([C:4](=[O:5])[OH:6])([F:7])[F:8])([C:9](=[O:10])[OH:11])[F:12].